Task: describe an organic reaction: reactants, conditions, products, and yield. Dataset: the Open Reaction Database (ORD), a public repository of structured organic reaction records The reactants are CSC1=CC=C(C=C1)N(CCCN(CCCN(S(=O)(=O)C1=CC=C(C=C1)C)C1=CC=C(C=C1)SC)C(=O)OC(C)(C)C)S(=O)(=O)C1=CC=C(C=C1)C (1,9-bis(4-methylmercaptophenyl)-1,9-bis[(4-methylphenyl)sulfonyl]-5-(t-butyloxycarbonyl)-1,5,9-triazanonane). Solvent: Br (hydrobromic acid). Yields the product CSC1=CC=C(C=C1)NCCCNCCCNC1=CC=C(C=C1)SC (1,9-Bis[4-methylmercaptophenyl]-1,5,9-triazanonane). As a reaction SMILES: [CH3:1][S:2][C:3]1[CH:8]=[CH:7][C:6]([N:9](S(C2C=CC(C)=CC=2)(=O)=O)[CH2:10][CH2:11][CH2:12][N:13](C(OC(C)(C)C)=O)[CH2:14][CH2:15][CH2:16][N:17]([C:28]2[CH:33]=[CH:32][C:31]([S:34][CH3:35])=[CH:30][CH:29]=2)S(C2C=CC(C)=CC=2)(=O)=O)=[CH:5][CH:4]=1>Br>[CH3:35][S:34][C:31]1[CH:30]=[CH:29][C:28]([NH:17][CH2:16][CH2:15][CH2:14][NH:13][CH2:12][CH2:11][CH2:10][NH:9][C:6]2[CH:7]=[CH:8][C:3]([S:2][CH3:1])=[CH:4][CH:5]=2)=[CH:33][CH:32]=1. Reported procedure: Dissolve 1,9-bis(4-methylmercaptophenyl)-1,9-bis[(4-methylphenyl)sulfonyl]-5-(t-butyloxycarbonyl)-1,5,9-triazanonane (783 mg, 1 mmol) in 48% hydrobromic acid (mL). Stir for several hours and evaporate the solvent in vacuo. Dissolve the residue in water and neutralize with saturated sodium hydrogen carbonate and extract with ethyl acetate. Dry (MgSO4) and evaporate the solvent in vacuo. Purify by silica gel chromatography to give the title compound. Starting materials: CCN=C=NCCCN(C)C, CCCON=CC(C)=CC1C(C(=O)O)C1(C)C, CN(C)c1ccncc1, ClC(Cl)Cl, Cl, C#CCN1CC(=O)N(CO)C1=O. Product: C#CCN1CC(=O)N(COC(=O)C2C(C=C(C)C=NOCCC)C2(C)C)C1=O. Reaction SMILES: [CH2:31]([N:32]=[C:33]=[N:34][CH2:35][CH2:36][CH2:37][N:38]([CH3:39])[CH3:40])[CH3:41].[CH3:13][C:14]1([CH3:29])[CH:15]([C:26](=[O:27])[OH:28])[CH:16]1[CH:17]=[C:18]([CH:19]=[N:20][O:21][CH2:22][CH2:23][CH3:24])[CH3:25].[CH3:42][N:43]([CH3:44])[c:45]1[cH:46][cH:47][n:48][cH:49][cH:50]1.[CH:51]([Cl:52])([Cl:53])[Cl:54].[ClH:30].[OH:1][CH2:2][N:3]1[C:4](=[O:12])[N:5]([CH2:9][C:10]#[CH:11])[CH2:6][C:7]1=[O:8]>>[O:1]([CH2:2][N:3]1[C:4](=[O:12])[N:5]([CH2:9][C:10]#[CH:11])[CH2:6][C:7]1=[O:8])[C:26]([CH:15]1[C:14]([CH3:13])([CH3:29])[CH:16]1[CH:17]=[C:18]([CH:19]=[N:20][O:21][CH2:22][CH2:23][CH3:24])[CH3:25])=[O:27]. The reactants are N1CCNCC1 (piperazine), C(C=CC1=CC=CC=C1)(=O)Cl (cinnamoyl chloride). Solvent: C(Cl)(Cl)Cl (chloroform). Run at time 2 hour. The product is C(C=CC1=CC=CC=C1)(=O)N1CCNCC1 (N-cinnamoyl piperazine). The yield is 30.0%. RXN SMILES: [NH:1]1[CH2:6][CH2:5][NH:4][CH2:3][CH2:2]1.[C:7](Cl)(=[O:16])[CH:8]=[CH:9][C:10]1[CH:15]=[CH:14][CH:13]=[CH:12][CH:11]=1>C(Cl)(Cl)Cl>[C:7]([N:1]1[CH2:6][CH2:5][NH:4][CH2:3][CH2:2]1)(=[O:16])[CH:8]=[CH:9][C:10]1[CH:15]=[CH:14][CH:13]=[CH:12][CH:11]=1. Procedure details: Absolute piperazine (206 g) was dissolved in 500 ml of chloroform and 66.3 g of cinnamoyl chloride was added gradually at 0° C while mixing. The addition required 3 hours. After mixing was continued for another 2 hr., precipitates were filtered and then the filtrate (chloroform layer) was washed with 50 ml of 5% sodium hydroxide and 50 ml of water. The residues obtained after solvents were distilled away in vacuo were subjected to silica gel column chromatography (eluants were mixtures of chloro... Reactants: [BH4-], CCO, CN(C)c1ccc2c(Cl)cc(C=O)nc2c1, [Na+]. Yields the product CN(C)c1ccc2c(Cl)cc(CO)nc2c1. Reaction SMILES: [BH4-:17].[CH3:19][CH2:20][OH:21].[Cl:1][c:2]1[cH:3][c:4]([CH:15]=[O:16])[n:5][c:6]2[cH:7][c:8]([N:12]([CH3:13])[CH3:14])[cH:9][cH:10][c:11]12.[Na+:18]>>[Cl:1][c:2]1[cH:3][c:4]([CH2:15][OH:16])[n:5][c:6]2[cH:7][c:8]([N:12]([CH3:13])[CH3:14])[cH:9][cH:10][c:11]12. Reported procedure: A 15 g of ethyl-α-[2-bromo-5-(2,6-dichloro-4-trifluoromethyl phenoxy) phenoxy]propionate produced in Example 7 was dissolved in 25 ml of dimethylformamide. A 3 g of cuprous cyanide was added to the solution and the reaction was conducted under reflux condition for 4 hours with stirring the mixture. Starting materials: C(C)OC(C(C)OC1=C(C=CC(=C1)OC1=C(C=C(C=C1Cl)C(F)(F)F)Cl)Br)=O (ethyl-α-[2-bromo-5-(2,6-dichloro-4-trifluoromethyl phenoxy) phenoxy]propionate), CN(C=O)C (dimethylformamide), cuprous cyanide. Reaction SMILES: [CH2:1]([O:3][C:4](=[O:28])[CH:5]([O:7][C:8]1[CH:13]=[C:12]([O:14][C:15]2[C:20]([Cl:21])=[CH:19][C:18]([C:22]([F:25])([F:24])[F:23])=[CH:17][C:16]=2[Cl:26])[CH:11]=[CH:10][C:9]=1Br)[CH3:6])[CH3:2].[CH3:29][N:30](C)C=O>>[CH2:1]([O:3][C:4](=[O:28])[CH:5]([O:7][C:8]1[CH:13]=[C:12]([O:14][C:15]2[C:20]([Cl:21])=[CH:19][C:18]([C:22]([F:25])([F:24])[F:23])=[CH:17][C:16]=2[Cl:26])[CH:11]=[CH:10][C:9]=1[C:29]#[N:30])[CH3:6])[CH3:2]. The product is C(C)OC(C(C)OC1=C(C=CC(=C1)OC1=C(C=C(C=C1Cl)C(F)(F)F)Cl)C#N)=O (ethyl-α-[2-cyano-5-(2,6-dichloro-4-trifluoromethyl phenoxy)phenoxy]propionate).